Dataset: the Open Reaction Database (ORD), a public repository of structured organic reaction records. Task: describe an organic reaction: reactants, conditions, products, and yield The reactants are CCCC1CCC(C=CCCC2CCC(O[Si](C(C)C)(C(C)C)C(C)C)CC2)CC1, C1CCOC1, CCCC[N+](CCCC)(CCCC)CCCC, [F-], O. Product: CCCC1CCC(C=CCCC2CCC(O)CC2)CC1. Reaction SMILES: [CH2:1]([CH2:2][CH3:3])[CH:4]1[CH2:5][CH2:6][CH:7]([CH:10]=[CH:11][CH2:12][CH2:13][CH:14]2[CH2:15][CH2:16][CH:17]([O:20][Si:21]([CH:22]([CH3:23])[CH3:24])([CH:25]([CH3:26])[CH3:27])[CH:28]([CH3:29])[CH3:30])[CH2:18][CH2:19]2)[CH2:8][CH2:9]1.[CH2:31]1[O:32][CH2:33][CH2:34][CH2:35]1.[CH3:37][CH2:38][CH2:39][CH2:40][N+:41]([CH2:42][CH2:43][CH2:44][CH3:45])([CH2:46][CH2:47][CH2:48][CH3:49])[CH2:50][CH2:51][CH2:52][CH3:53].[F-:36].[OH2:54]>>[CH2:1]([CH2:2][CH3:3])[CH:4]1[CH2:5][CH2:6][CH:7]([CH:10]=[CH:11][CH2:12][CH2:13][CH:14]2[CH2:15][CH2:16][CH:17]([OH:20])[CH2:18][CH2:19]2)[CH2:8][CH2:9]1. Starting materials: [I-].C[NH+]1CC(CCC1)C=1OC2=C(C1)C=CC=C2 (1-methyl-3-(2-benzofuranyl)-piperidinium-iodide), [BH4-].[Na+] (sodium borohydride), [BH4-].[Na+] (sodium borohydride). Run in CO (methanol), O (water), O (water). Yields the product CN1CC(C=CC1)C=1OC2=C(C1)C=CC=C2 (1-methyl-3-(2-benzofuranyl)-1,2,3,6-tetrahydropyridine). Reaction SMILES: [BH4-].[Na+].[I-].[CH3:4][NH+:5]1[CH2:10][CH2:9][CH2:8][CH:7]([C:11]2[O:12][C:13]3[CH:19]=[CH:18][CH:17]=[CH:16][C:14]=3[CH:15]=2)[CH2:6]1>O.CO>[CH3:4][N:5]1[CH2:10][CH:9]=[CH:8][CH:7]([C:11]2[O:12][C:13]3[CH:19]=[CH:18][CH:17]=[CH:16][C:14]=3[CH:15]=2)[CH2:6]1 |f:0.1,2.3|. Reported procedure: A solution of 50 g of sodium borohydride in 100 ml of water is added dropwise, with stirring and external cooling, to a solution of 56.0 g of 1-methyl-3-(2-benzofuranyl)-piperidinium-iodide in 600 ml of methanol, the manner of addition being such that the reaction temperature does not exceed 35°. The solution is subsequently stirred for 15 hours at room temperature and again a solution of 50 g of sodium borohydride in 100 ml of water is added dropwise at a temperature not exceeding 35°. The meth...